From a dataset of the Open Reaction Database (ORD), a public repository of structured organic reaction records. describe an organic reaction: reactants, conditions, products, and yield Reactants: c1ccc(COCc2ccccc2)cc1, CCCCO, C[Si](C)(C)CCOCn1cnc2c(Cl)nc(Cl)nc21, c1ccc(COc2ccc3[nH]cnc3c2)cc1, c1ccc2[nH]cnc2c1. Product: C[Si](C)(C)CCOCn1cnc2c(-n3cnc4ccc(OCc5ccccc5)cc43)nc(Cl)nc21. As a reaction SMILES: [CH2:37]([O:38][CH2:39][c:40]1[cH:41][cH:42][cH:43][cH:44][cH:45]1)[c:46]1[cH:47][cH:48][cH:49][cH:50][cH:51]1.[CH2:61]([OH:62])[CH2:63][CH2:64][CH3:65].[Cl:1][c:2]1[n:3][c:4]([Cl:19])[c:5]2[n:6][cH:7][n:8]([CH2:11][O:12][CH2:13][CH2:14][Si:15]([CH3:16])([CH3:17])[CH3:18])[c:9]2[n:10]1.[c:20]1([CH2:26][O:27][c:28]2[cH:29][c:30]3[c:31]([nH:32][cH:33][n:34]3)[cH:35][cH:36]2)[cH:21][cH:22][cH:23][cH:24][cH:25]1.[n:52]1[c:53]2[cH:54][cH:55][cH:56][cH:57][c:58]2[nH:59][cH:60]1>>[Cl:1][c:2]1[n:3][c:4](-[n:34]2[c:30]3[cH:29][c:28]([O:27][CH2:26][c:20]4[cH:21][cH:22][cH:23][cH:24][cH:25]4)[cH:36][cH:35][c:31]3[n:32][cH:33]2)[c:5]2[n:6][cH:7][n:8]([CH2:11][O:12][CH2:13][CH2:14][Si:15]([CH3:16])([CH3:17])[CH3:18])[c:9]2[n:10]1. Product: Cc1cc(F)cc([N+](=O)[O-])c1N. Reactants: CCO, Cl, CC(=O)Nc1c(C)cc(F)cc1[N+](=O)[O-], [Na+], [OH-]. RXN SMILES: [CH3:19][CH2:20][OH:21].[ClH:16].[F:1][c:2]1[cH:3][c:4]([CH3:15])[c:5]([NH:11][C:12]([CH3:13])=[O:14])[c:6]([N+:8](=[O:9])[O-:10])[cH:7]1.[Na+:18].[OH-:17]>>[F:1][c:2]1[cH:3][c:4]([CH3:15])[c:5]([NH2:11])[c:6]([N+:8](=[O:9])[O-:10])[cH:7]1. Reactants: O=C([O-])[O-], COC(=O)CCl, [K+], [K+], Nc1nnc(S)n1-c1ccc(C2CC2)c2ccccc12, CN(C)C=O, O. Yields the product COC(=O)CSc1nnc(N)n1-c1ccc(C2CC2)c2ccccc12. Reaction SMILES: [C:27](=[O:28])([O-:29])[O-:30].[Cl:1][CH2:2][C:3](=[O:4])[O:5][CH3:6].[K+:31].[K+:32].[NH2:7][c:8]1[n:9](-[c:14]2[cH:15][cH:16][c:17]([CH:24]3[CH2:25][CH2:26]3)[c:18]3[cH:19][cH:20][cH:21][cH:22][c:23]23)[c:10]([SH:13])[n:11][n:12]1.[O:34]=[CH:35][N:36]([CH3:37])[CH3:38].[OH2:33]>>[CH2:2]([C:3](=[O:4])[O:5][CH3:6])[S:13][c:10]1[n:9](-[c:14]2[cH:15][cH:16][c:17]([CH:24]3[CH2:25][CH2:26]3)[c:18]3[cH:19][cH:20][cH:21][cH:22][c:23]23)[c:8]([NH2:7])[n:12][n:11]1. The reactants are C1CCOC1, COc1ccc(N2CCN(CCCCc3c[nH]c4ccc(N)cc34)CC2)cc1, CC(=O)Cl, O=[N+]([O-])c1ccc2[nH]ccc2c1. Yields the product COc1ccc(N2CCN(CCCCc3c[nH]c4ccc(NC(C)=O)cc34)CC2)cc1, Cl. As a reaction SMILES: [CH2:45]1[O:46][CH2:47][CH2:48][CH2:49]1.[CH3:1][O:2][c:3]1[cH:4][cH:5][c:6]([N:9]2[CH2:10][CH2:11][N:12]([CH2:15][CH2:16][CH2:17][CH2:18][c:19]3[cH:20][nH:21][c:22]4[cH:23][cH:24][c:25]([NH2:28])[cH:26][c:27]34)[CH2:13][CH2:14]2)[cH:7][cH:8]1.[CH3:41][C:42]([Cl:43])=[O:44].[N+:29]([c:30]1[cH:31][c:32]2[c:33]([cH:34][cH:35]1)[nH:36][cH:37][cH:38]2)([O-:39])=[O:40]>>[CH3:1][O:2][c:3]1[cH:4][cH:5][c:6]([N:9]2[CH2:10][CH2:11][N:12]([CH2:15][CH2:16][CH2:17][CH2:18][c:19]3[cH:20][nH:21][c:22]4[cH:23][cH:24][c:25]([NH:28][C:42]([CH3:41])=[O:44])[cH:26][c:27]34)[CH2:13][CH2:14]2)[cH:7][cH:8]1.[ClH:43]. Run in CO (MeOH). RXN SMILES: C[O:2][C:3](=[O:18])[CH2:4][C:5]1[CH:10]=[CH:9][C:8]([O:11][CH2:12][O:13][CH2:14][CH2:15][O:16][CH3:17])=[CH:7][CH:6]=1.[OH-].[Na+]>CO>[CH3:17][O:16][CH2:15][CH2:14][O:13][CH2:12][O:11][C:8]1[CH:9]=[CH:10][C:5]([CH2:4][C:3]([OH:18])=[O:2])=[CH:6][CH:7]=1 |f:1.2|. Yields the product COCCOCOC1=CC=C(C=C1)CC(=O)O ([4-(2-Methoxy-ethoxymethoxy)-phenyl]-acetic acid). Reaction conditions: time 16 hour. The reactants are COC(CC1=CC=C(C=C1)OCOCCOC)=O ([4-(2-Methoxy-ethoxymethoxy)-phenyl]-acetic acid methyl ester), [OH-].[Na+] (NaOH). Reported procedure: To a solution of [4-(2-Methoxy-ethoxymethoxy)-phenyl]-acetic acid methyl ester (192 mg, 0.76 mmol) in MeOH (3 ml) is added 2 M NaOH (3 ml). The reaction mixture is stirred for 16 hours at room temperature. The solvent is removed in vacuo and the residue dissolved in EtOAc and washed with sat. aq. NH4C1 solution, dried (MgSO4) and concentrated in vacuo to yield [4-(2-Methoxy-ethoxymethoxy)-phenyl]-acetic acid Starting materials: C1(CCCCC1)NN (cyclohexylhydrazine), ClC1=CC=C(C=C1)S(=O)(=O)N1C2C(C(CC1CCC2)=O)=CO (9-(4-chlorophenylsulfonyl)-2-(hydroxymethylene)-9-azabicyclo[3.3.1]nonan-3-one). The product is ClC1=CC=C(C=C1)S(=O)(=O)N1C2C=3C=NN(C3CC1CCC2)C2CCCCC2 (12-(4-Chloro-benzenesulfonyl)-5-cyclohexyl-4,5,12-triaza-tricyclo[6.3.1.02,6]dodeca-2(6),3-diene). As a reaction SMILES: [CH:1]1([NH:7][NH2:8])[CH2:6][CH2:5][CH2:4][CH2:3][CH2:2]1.[Cl:9][C:10]1[CH:15]=[CH:14][C:13]([S:16]([N:19]2[CH:24]3[CH2:25][CH2:26][CH2:27][CH:20]2[C:21](=[CH:29]O)[C:22](=O)[CH2:23]3)(=[O:18])=[O:17])=[CH:12][CH:11]=1>>[Cl:9][C:10]1[CH:11]=[CH:12][C:13]([S:16]([N:19]2[CH:24]3[CH2:25][CH2:26][CH2:27][CH:20]2[C:21]2[CH:29]=[N:8][N:7]([CH:1]4[CH2:6][CH2:5][CH2:4][CH2:3][CH2:2]4)[C:22]=2[CH2:23]3)(=[O:18])=[O:17])=[CH:14][CH:15]=1. Procedure: Prepared as described in Example 5 using cyclohexylhydrazine and 9-(4-chlorophenylsulfonyl)-2-(hydroxymethylene)-9-azabicyclo[3.3.1]nonan-3-one which was prepared as described in Example 34.